From a dataset of the Open Reaction Database (ORD), a public repository of structured organic reaction records. describe an organic reaction: reactants, conditions, products, and yield The reactants are CC(c1ccc(C(O)CNC(C)(C)C)cc1)N(C(=O)[O-])C(C)(C)C, ClC(Cl)Cl, O=C(O)C(F)(F)F. Yields the product CC(N)c1ccc(C(O)CNC(C)(C)C)cc1. Reaction SMILES: [C:1]([N:5]([C:2](=[O:3])[O-:4])[CH:9]([CH3:10])[c:11]1[cH:12][cH:13][c:14]([CH:17]([CH2:18][NH:19][C:20]([CH3:21])([CH3:22])[CH3:23])[OH:24])[cH:15][cH:16]1)([CH3:6])([CH3:7])[CH3:8].[CH:32]([Cl:33])([Cl:34])[Cl:35].[OH:25][C:26]([C:27]([F:28])([F:29])[F:30])=[O:31]>>[NH2:5][CH:9]([CH3:10])[c:11]1[cH:12][cH:13][c:14]([CH:17]([CH2:18][NH:19][C:20]([CH3:21])([CH3:22])[CH3:23])[OH:24])[cH:15][cH:16]1. The reactants are COc1ccc(-n2c(-c3c(C)noc3C)cc3ccccc32)cc1, O=C1CCC(=O)N1Br, CN(C)C=O. The product is COc1ccc(-n2c(-c3c(C)noc3C)c(Br)c3ccccc32)cc1. Reaction SMILES: [CH3:9][O:10][c:11]1[cH:12][cH:13][c:14](-[n:17]2[c:18](-[c:26]3[c:27]([CH3:32])[n:28][o:29][c:30]3[CH3:31])[cH:19][c:20]3[cH:21][cH:22][cH:23][cH:24][c:25]23)[cH:15][cH:16]1.[O:1]=[C:2]1[N:3]([Br:8])[C:4](=[O:5])[CH2:6][CH2:7]1.[O:33]=[CH:34][N:35]([CH3:36])[CH3:37]>>[Br:8][c:19]1[c:18](-[c:26]2[c:27]([CH3:32])[n:28][o:29][c:30]2[CH3:31])[n:17](-[c:14]2[cH:13][cH:12][c:11]([O:10][CH3:9])[cH:16][cH:15]2)[c:25]2[c:20]1[cH:21][cH:22][cH:23][cH:24]2. The reactants are O (water), p-oxybenzoic propylester, C[C@@H]1CC[C@H]([C@@H](C1)O)C(C)C (l-menthol), C12(C(CC(CC1)C2(C)C)O)C (Borneol), p-oxybenzoic methylester. Run in C(C)O (ethanol). The product is C12(C(CC(CC1)C2(C)C)(O)CCO)C (Borneol-ethanol). RXN SMILES: O.[C:2]12([CH3:12])[C:8]([CH3:10])([CH3:9])[CH:5]([CH2:6][CH2:7]1)[CH2:4][CH:3]2[OH:11].C[C@H]1C[C@@H:18]([OH:20])[C@H:17](C(C)C)CC1>C(O)C>[C:2]12([CH3:12])[C:8]([CH3:9])([CH3:10])[CH:5]([CH2:6][CH2:7]1)[CH2:4][C:3]2([CH2:17][CH2:18][OH:20])[OH:11]. Procedure details: 7 of distilled water is added to 330 g of the genus Gelatin and the aqueous mixture is heated to produce a Gelatin solution. And 190 g of Borneol, 50 g of p-oxybenzoic methylester, 30 g of p-oxybenzoic propylester, and 0.5 l of l-menthol are solved with 3.5 l of ethanol to produce a Borneol-ethanol solution. Starting materials: C(C)(C)(C)OC(=O)NN1C([C@H](CC1)NC(=O)OC(C)(C)C)=O ((3S)-1,3-bis(tert-butoxycarbonylamino)-2-pyrrolidone), solution, Cl (hydrochloric acid). Run in CO (methanol), C(C)(=O)OCC (ethyl acetate). Reaction conditions: time 30 minute. Product: NN1C([C@H](CC1)NC(=O)OC(C)(C)C)=O ((3S)-1-amino-3-(tert-butoxycarbonylamino)-2-pyrrolidone). Yield: 87.9%. RXN SMILES: C(OC([NH:8][N:9]1[CH2:13][CH2:12][C@H:11]([NH:14][C:15]([O:17][C:18]([CH3:21])([CH3:20])[CH3:19])=[O:16])[C:10]1=[O:22])=O)(C)(C)C.Cl>CO.C(OCC)(=O)C>[NH2:8][N:9]1[CH2:13][CH2:12][C@H:11]([NH:14][C:15]([O:17][C:18]([CH3:20])([CH3:19])[CH3:21])=[O:16])[C:10]1=[O:22]. Reported procedure: A solution of (3S)-1,3-bis(tert-butoxycarbonylamino)-2-pyrrolidone (3.15 g) in methanol (10 ml) was combined with a 4N solution of hydrochloric acid in ethyl acetate (20 ml) and stirred at room temperature for 30 minutes. The reaction mixture was concentrated, and the resultant residue was combined with dichloromethane (30 ml) and triethylamine (6.06 g), and then with di-tert-butyl dicarbonate (2.62 g) at 0° C. and stirred at room temperature for 1 hour. The reaction mixture was combined with an... Reactants: C(C)(C)N1N=CC(=C1)C=1C=C(CCOCCC(=O)O)C=CC1 (3-(3-(1-isopropyl-1H-pyrazol-4-yl)phenethoxy)propanoic acid), COC(CNC1CCCC1)OC (N-(2,2-dimethoxyethyl)cyclopentanamine), H-MeOH. Yields the product C1(CCCC1)N(C(CCOCCC1=CC(=CC=C1)C=1C=NN(C1)C(C)C)=O)CC(OC)OC (N-Cyclopentyl-N-(2,2-dimethoxyethyl)-3-(3-(1-isopropyl-1H-pyrazol-4-yl)phenethoxy)propanamide). Reaction SMILES: [CH:1]([N:4]1[CH:8]=[C:7]([C:9]2[CH:10]=[C:11]([CH:20]=[CH:21][CH:22]=2)[CH2:12][CH2:13][O:14][CH2:15][CH2:16][C:17]([OH:19])=O)[CH:6]=[N:5]1)([CH3:3])[CH3:2].[CH3:23][O:24][CH:25]([O:33][CH3:34])[CH2:26][NH:27][CH:28]1[CH2:32][CH2:31][CH2:30][CH2:29]1>>[CH:28]1([N:27]([CH2:26][CH:25]([O:33][CH3:34])[O:24][CH3:23])[C:17](=[O:19])[CH2:16][CH2:15][O:14][CH2:13][CH2:12][C:11]2[CH:20]=[CH:21][CH:22]=[C:9]([C:7]3[CH:6]=[N:5][N:4]([CH:1]([CH3:2])[CH3:3])[CH:8]=3)[CH:10]=2)[CH2:29][CH2:30][CH2:31][CH2:32]1. Reported procedure: The subtitled compound (140 mg) was prepared from 3-(3-(1-isopropyl-1H-pyrazol-4-yl)phenethoxy)propanoic acid [Example 20 Step iii)] and N-(2,2-dimethoxyethyl)cyclopentanamine [Preparation 9] using a similar method to that described in Example 18, Step iii). MS [M+H-MeOH]+=426 (MultiMode+) 1H NMR (400 MHz, CD3OD) δ 8.01 and 8.00 (2×s, 1H), 7.79 (s, 1H), 7.40 (s, 1H), 7.36 (d, J=7.9 Hz, 1H), 7.23 (t, J=7.6 Hz, 1H), 7.05 (d, J=7.6 Hz, 1H), 4.56 and 4.37 (2×t, J=5.1 Hz, 1H), 4.53 (septet, J=6.8 Hz,... The reactants are material, solid, N1(N=NC=C1)C1=CC=C(N)C=C1 (4-(1,2,3-triazol-1-yl)aniline), N#CN (cyanamide), [N+](=O)(O)[O-] (HNO3). The product is [N+](=O)([O-])[O-].N1(N=NC=C1)C1=CC=C(C=C1)NC(=[NH2+])N (4-(1,2,3-triazol-1-yl)phenylguanidinium nitrate). RXN SMILES: [N:1]1([C:6]2[CH:12]=[CH:11][C:9]([NH2:10])=[CH:8][CH:7]=2)[CH:5]=[CH:4][N:3]=[N:2]1.[N:13]#[C:14][NH2:15].[N+:16]([O-:19])([OH:18])=[O:17]>>[N+:16]([O-:19])([O-:18])=[O:17].[N:1]1([C:6]2[CH:12]=[CH:11][C:9]([NH:10][C:14]([NH2:15])=[NH2+:13])=[CH:8][CH:7]=2)[CH:5]=[CH:4][N:3]=[N:2]1 |f:3.4|. Reported procedure: 4-(1,2,3-triazol-1-yl)phenylguanidinium nitrate was prepared from 4-(1,2,3-triazol-1-yl)aniline (1.42 g, 8.87 mmol), cyanamide (635 mg, 15.1 mmol) and concentrated HNO3 (645 ml, 9.67 mmol) in a manner similar to the corresponding starting material of Example 1, as a white solid (1.0 g), m.p.>320°. Reactants: O (water), BrC1=CC2=C(N=C(N=C2)SC)N(C1=O)C(C)C (6-bromo-8-isopropyl-2-(methylthio)pyrido[2,3-d]pyrimidin-7(8H)one), FC1=C(C=C(C=C1)B(O)O)[N+](=O)[O-] (4-fluoro-3-nitrophenylboronic acid), C(=O)([O-])[O-].[Na+].[Na+] (Na2CO3). The reagents and catalysts are C=1C=CC(=CC1)[P](C=2C=CC=CC2)(C=3C=CC=CC3)[Pd]([P](C=4C=CC=CC4)(C=5C=CC=CC5)C=6C=CC=CC6)([P](C=7C=CC=CC7)(C=8C=CC=CC8)C=9C=CC=CC9)[P](C=1C=CC=CC1)(C=1C=CC=CC1)C=1C=CC=CC1 (Pd(PPh3)4). The solvent is COCCOC (DME). Reaction conditions: temperature 80 celsius. Yields the product FC1=C(C=C(C=C1)C1=CC2=C(N=C(N=C2)SC)N(C1=O)C(C)C)[N+](=O)[O-] (6-(4-fluoro-3-nitrophenyl)-8-isopropyl-2-(methylthio)pyrido[2,3-d]pyrimidin-7(8H)-one). Isolated yield 109.5%. Reaction SMILES: Br[C:2]1[C:13](=[O:14])[N:12]([CH:15]([CH3:17])[CH3:16])[C:5]2[N:6]=[C:7]([S:10][CH3:11])[N:8]=[CH:9][C:4]=2[CH:3]=1.[F:18][C:19]1[CH:24]=[CH:23][C:22](B(O)O)=[CH:21][C:20]=1[N+:28]([O-:30])=[O:29].C([O-])([O-])=O.[Na+].[Na+].O>COCCOC.C1C=CC([P]([Pd]([P](C2C=CC=CC=2)(C2C=CC=CC=2)C2C=CC=CC=2)([P](C2C=CC=CC=2)(C2C=CC=CC=2)C2C=CC=CC=2)[P](C2C=CC=CC=2)(C2C=CC=CC=2)C2C=CC=CC=2)(C2C=CC=CC=2)C2C=CC=CC=2)=CC=1>[F:18][C:19]1[CH:24]=[CH:23][C:22]([C:2]2[C:13](=[O:14])[N:12]([CH:15]([CH3:17])[CH3:16])[C:5]3[N:6]=[C:7]([S:10][CH3:11])[N:8]=[CH:9][C:4]=3[CH:3]=2)=[CH:21][C:20]=1[N+:28]([O-:30])=[O:29] |f:2.3.4,^1:47,49,68,87|. Procedure details: To a degassed solution of 6-bromo-8-isopropyl-2-(methylthio)pyrido[2,3-d]pyrimidin-7(8H)one (0.78 g, 2 mmol; J. Med. Chem., 48, 2371, 2005) in DME (10 ml) was added Pd(PPh3)4 (0.1 g, 5% mol), 4-fluoro-3-nitrophenylboronic acid (0.5 g, 3 mmol) and 2M Na2CO3 solution (3 ml, 6 mmol) and the mixture was heated to 80° C. for 16 h. The mixture was poured into water (40 mL), and product was extracted with EtOAc (3×25 mL). The combined organics were washed with brine, dried (Na2SO4) and concentrated in ...